From a dataset of the Open Reaction Database (ORD), a public repository of structured organic reaction records. describe an organic reaction: reactants, conditions, products, and yield Starting materials: ClCCl, CSc1ccc(OC(F)(F)C(OS(=O)(=O)C(F)(F)F)c2ccc(F)cc2)cc1, NC(CSC(c1ccccc1)(c1ccccc1)c1ccccc1)C(=O)O. Product: CSc1ccc(OC(F)(F)C(NC(CSC(c2ccccc2)(c2ccccc2)c2ccccc2)C(=O)O)c2ccc(F)cc2)cc1. As a reaction SMILES: [Cl:55][CH2:56][Cl:57].[F:1][C:2]([CH:3]([c:4]1[cH:5][cH:6][c:7]([F:10])[cH:8][cH:9]1)[O:11][S:12]([C:13]([F:14])([F:15])[F:16])(=[O:17])=[O:18])([O:19][c:20]1[cH:21][cH:22][c:23]([S:26][CH3:27])[cH:24][cH:25]1)[F:28].[NH2:29][CH:30]([C:31](=[O:32])[OH:33])[CH2:34][S:35][C:36]([c:37]1[cH:38][cH:39][cH:40][cH:41][cH:42]1)([c:43]1[cH:44][cH:45][cH:46][cH:47][cH:48]1)[c:49]1[cH:50][cH:51][cH:52][cH:53][cH:54]1>>[F:1][C:2]([CH:3]([c:4]1[cH:5][cH:6][c:7]([F:10])[cH:8][cH:9]1)[NH:29][CH:30]([C:31](=[O:32])[OH:33])[CH2:34][S:35][C:36]([c:37]1[cH:38][cH:39][cH:40][cH:41][cH:42]1)([c:43]1[cH:44][cH:45][cH:46][cH:47][cH:48]1)[c:49]1[cH:50][cH:51][cH:52][cH:53][cH:54]1)([O:19][c:20]1[cH:21][cH:22][c:23]([S:26][CH3:27])[cH:24][cH:25]1)[F:28]. RXN SMILES: [CH3:1][C:2]([C:3]#[N:4])([CH2:5][C:6]1([c:30]2[cH:31][cH:32][cH:33][cH:34][cH:35]2)[CH2:7][CH2:8][N:9]([CH:13]([CH3:14])[c:15]2[cH:16][cH:17][c:18]([B:21]3[O:22][C:23]([CH3:24])([CH3:25])[C:26]([CH3:27])([CH3:28])[O:29]3)[cH:19][cH:20]2)[C:10](=[O:12])[O:11]1)[CH3:36].[I:37][c:38]1[cH:39][c:40](=[O:44])[nH:41][cH:42][cH:43]1>>[CH3:1][C:2]([C:3]#[N:4])([CH2:5][C:6]1([c:30]2[cH:31][cH:32][cH:33][cH:34][cH:35]2)[CH2:7][CH2:8][N:9]([CH:13]([CH3:14])[c:15]2[cH:16][cH:17][c:18](-[c:38]3[cH:39][c:40](=[O:44])[nH:41][cH:42][cH:43]3)[cH:19][cH:20]2)[C:10](=[O:12])[O:11]1)[CH3:36]. Product: CC(c1ccc(-c2cc[nH]c(=O)c2)cc1)N1CCC(CC(C)(C)C#N)(c2ccccc2)OC1=O. Starting materials: CC(c1ccc(B2OC(C)(C)C(C)(C)O2)cc1)N1CCC(CC(C)(C)C#N)(c2ccccc2)OC1=O, O=c1cc(I)cc[nH]1. Reactants: C1(=CC=CC=C1)[C@@H](C=1C=C(OCC2=CC=C(C(=O)N3CC(C3)C(=O)OC)C=C2)C=CC1)NC(=O)O[C@H]1CN2CCC1CC2 (methyl 1-(4-((3-((S)-phenyl((((R)-quinuclidin-3-yloxy)carbonyl)amino)methyl)phenoxy)methyl)benzoyl)azetidine-3-carboxylate), [Li+].[OH-] (LiOH), ClC=1C=[N+](C=C(C1C[C@H](O)C1=CC(=C(C=C1)OC)OC)Cl)[O-] ((S)-3,5-dichloro-4-(2-(3,4-dimethoxyphenyl)-2-hydroxyethyl)pyridine 1-oxide), Cl.CN(CCCN=C=NCC)C (N-(3-dimethylaminopropyl)-N′-ethylcarbodiimide hydrochloride), Cl (HCl). The reagents and catalysts are CN(C1=CC=NC=C1)C (4-(dimethylamino)-pyridine). Run in C1CCOC1 (THF), CO (MeOH). Run at temperature 0 celsius, time 16 hour. Product: ClC=1C=[N+](C=C(C1C[C@@H](C1=CC(=C(C=C1)OC)OC)OC(=O)C1CN(C1)C(C1=CC=C(C=C1)COC1=CC(=CC=C1)[C@@H](NC(=O)O[C@H]1CN2CCC1CC2)C2=CC=CC=C2)=O)Cl)[O-] ([(1S)-2-(3,5-dichloro-1-oxido-pyridin-1-ium-4-yl)-1-(3,4-dimethoxyphenyl)ethyl]1-[4-[[3-[(S)-phenyl-[[(3R)-quinuclidin-3-yl]-oxycarbonylamino]methyl]phenoxy]methyl]benzoyl]azetidine-3-carboxylate). Yield: 2.6%. RXN SMILES: [C:1]1([C@H:7]([NH:32][C:33]([O:35][C@@H:36]2[CH:41]3[CH2:42][CH2:43][N:38]([CH2:39][CH2:40]3)[CH2:37]2)=[O:34])[C:8]2[CH:9]=[C:10]([CH:29]=[CH:30][CH:31]=2)[O:11][CH2:12][C:13]2[CH:28]=[CH:27][C:16]([C:17]([N:19]3[CH2:22][CH:21]([C:23](OC)=[O:24])[CH2:20]3)=[O:18])=[CH:15][CH:14]=2)[CH:6]=[CH:5][CH:4]=[CH:3][CH:2]=1.[Li+].[OH-].Cl.[Cl:47][C:48]1[CH:49]=[N+:50]([O-:68])[CH:51]=[C:52]([Cl:67])[C:53]=1[CH2:54][C@@H:55]([C:57]1[CH:62]=[CH:61][C:60]([O:63][CH3:64])=[C:59]([O:65][CH3:66])[CH:58]=1)[OH:56].Cl.CN(C)CCCN=C=NCC>C1COCC1.CO.CN(C)C1C=CN=CC=1>[Cl:67][C:52]1[CH:51]=[N+:50]([O-:68])[CH:49]=[C:48]([Cl:47])[C:53]=1[CH2:54][C@H:55]([O:56][C:23]([CH:21]1[CH2:22][N:19]([C:17](=[O:18])[C:16]2[CH:15]=[CH:14][C:13]([CH2:12][O:11][C:10]3[CH:29]=[CH:30][CH:31]=[C:8]([C@H:7]([C:1]4[CH:2]=[CH:3][CH:4]=[CH:5][CH:6]=4)[NH:32][C:33]([O:35][C@@H:36]4[CH:41]5[CH2:40][CH2:39][N:38]([CH2:43][CH2:42]5)[CH2:37]4)=[O:34])[CH:9]=3)=[CH:28][CH:27]=2)[CH2:20]1)=[O:24])[C:57]1[CH:62]=[CH:61][C:60]([O:63][CH3:64])=[C:59]([O:65][CH3:66])[CH:58]=1 |f:1.2,5.6|. Procedure: To a solution of methyl 1-(4-((3-((S)-phenyl((((R)-quinuclidin-3-yloxy)carbonyl)amino)methyl)phenoxy)methyl)benzoyl)azetidine-3-carboxylate (I23, 350 mg, 0.60 mmol) in THF (3 mL) and MeOH (3 mL) was added an aqueous solution of LiOH (1 N, 1.2 mL, 1.2 mmol) at room temperature. The resulting mixture was stirred for 16 h before being cooled to 0° C. and acidified with 2 N HCl to pH 2. The resulting mixture was then concentrated in vacuo and azeotroped to dryness with toluene. To a solution of the ... The reactants are OCCCCCOCc1ccccc1, CI, CN(C)C=O, [H-], [Na+], O. Yields the product COCCCCCOCc1ccccc1. Reaction SMILES: [CH2:8]([c:9]1[cH:10][cH:11][cH:12][cH:13][cH:14]1)[O:15][CH2:16][CH2:17][CH2:18][CH2:19][CH2:20][OH:21].[CH3:22][I:23].[CH3:3][N:4]([CH:5]=[O:6])[CH3:7].[H-:1].[Na+:2].[OH2:24]>>[CH3:5][O:6][CH2:20][CH2:19][CH2:18][CH2:17][CH2:16][O:15][CH2:8][c:9]1[cH:10][cH:11][cH:12][cH:13][cH:14]1. The reactants are NCC1CCC(CC1)(C1=CC=CC=C1)N(C)C ((4-aminomethyl-1-phenylcyclohexyl)dimethylamine), [Cl-].COC1=NC(=NC(=N1)OC)[N+]1(CCOCC1)C (4-(4,6-dimethoxy-1,3,5-triazin-2-yl)-4-methylmorpholinium chloride), N1C=C(C2=CC=CC=C12)CCCCC(=O)O (5-(1H-indol-3-yl)pentanoic acid). Run in CO (methanol). Conditions: time 24 hour. Product: CN(C1(CCC(CC1)CNC(CCCCC1=CNC2=CC=CC=C12)=O)C1=CC=CC=C1)C (5-(1H-indol-3-yl)pentanoic acid (4-dimethylamino-4-phenylcyclohexylmethyl)amide). Isolated yield 70.9%. Reaction SMILES: [NH2:1][CH2:2][CH:3]1[CH2:8][CH2:7][C:6]([N:15]([CH3:17])[CH3:16])([C:9]2[CH:14]=[CH:13][CH:12]=[CH:11][CH:10]=2)[CH2:5][CH2:4]1.[Cl-].COC1N=C(OC)N=C([N+]2(C)CCOCC2)N=1.[NH:36]1[C:44]2[C:39](=[CH:40][CH:41]=[CH:42][CH:43]=2)[C:38]([CH2:45][CH2:46][CH2:47][CH2:48][C:49](O)=[O:50])=[CH:37]1>CO>[CH3:16][N:15]([CH3:17])[C:6]1([C:9]2[CH:10]=[CH:11][CH:12]=[CH:13][CH:14]=2)[CH2:5][CH2:4][CH:3]([CH2:2][NH:1][C:49](=[O:50])[CH2:48][CH2:47][CH2:46][CH2:45][C:38]2[C:39]3[C:44](=[CH:43][CH:42]=[CH:41][CH:40]=3)[NH:36][CH:37]=2)[CH2:8][CH2:7]1 |f:1.2|. Reported procedure: The non-polar diastereoisomer of (4-aminomethyl-1-phenylcyclohexyl)dimethylamine (232 mg, 1.0 mmol.) and 4-(4,6-dimethoxy-1,3,5-triazin-2-yl)-4-methylmorpholinium chloride (415 mg, 1.5 mmol.) were added to a solution of 5-(1H-indol-3-yl)pentanoic acid (217 mg, 1.0 mmol.) in abs. methanol. Stirring was then carried out for 24 h at RT. For working up, the mixture was concentrated, the residue was suspended in water (10 ml), the pH was adjusted to 11 with 5M NaOH, and extraction was carried out wit... The reactants are CC(C)(C)OC(=O)Nc1ccc(O)c2ccccc12, C1CCOC1, O=c1cc(Cl)cco1, [H-], [Na+]. Product: CC(C)(C)OC(=O)Nc1ccc(Oc2ccoc(=O)c2)c2ccccc12. As a reaction SMILES: [C:3]([CH3:4])([CH3:5])([CH3:6])[O:7][C:8]([NH:9][c:10]1[cH:11][cH:12][c:13]([OH:20])[c:14]2[cH:15][cH:16][cH:17][cH:18][c:19]12)=[O:21].[CH2:30]1[O:31][CH2:32][CH2:33][CH2:34]1.[Cl:22][c:23]1[cH:24][c:25](=[O:29])[o:26][cH:27][cH:28]1.[H-:2].[Na+:1]>>[C:3]([CH3:4])([CH3:5])([CH3:6])[O:7][C:8]([NH:9][c:10]1[cH:11][cH:12][c:13]([O:20][c:23]2[cH:24][c:25](=[O:29])[o:26][cH:27][cH:28]2)[c:14]2[cH:15][cH:16][cH:17][cH:18][c:19]12)=[O:21]. Starting materials: Cl.BrC1=CC=NC=C1 (4-Bromo-pyridine hydrochloride salt), Grignard reagent, [Mg] (magnesium), BrC1=C(C=C(C=C1)OC)OC (1-Bromo-2,4-dimethoxybenzene). Solvent: C1CCOC1 (THF), C1CCOC1 (THF). Yields the product COC1=C(C=CC(=C1)OC)C1=CC=NC=C1 (4-(2,4-Dimethoxy-phenyl)-pyridine). As a reaction SMILES: [Mg].Br[C:3]1[CH:8]=[CH:7][C:6]([O:9][CH3:10])=[CH:5][C:4]=1[O:11][CH3:12].Cl.Br[C:15]1[CH:20]=[CH:19][N:18]=[CH:17][CH:16]=1>C1COCC1>[CH3:12][O:11][C:4]1[CH:5]=[C:6]([O:9][CH3:10])[CH:7]=[CH:8][C:3]=1[C:15]1[CH:20]=[CH:19][N:18]=[CH:17][CH:16]=1 |f:2.3|. Procedure details: The Grignard reagent, prepared from magnesium (5 g) and 1-Bromo-2,4-dimethoxybenzene (38 g) in THF (300 ml), is added at room temperature to 4-Bromo-pyridine hydrochloride salt in THF (10 ml). The mixture is heated under reflux for 2 hours and then evaporated to dryness. The residue is taken up in ethyl acetate and extracted with 1N hydrochloric acid. The aqueous phase is neutralised with 4M sodium hydroxide solution and extracted with ethyl acetate. The organic phase is dried with magnesium sul... The reactants are Cl (HCl), solution, C(C)(C)(C)OC(N[C@@H](CC(C)C)C(O)C1=CC(=CC=C1)F)=O ({(S)-1-[(3-fluorophenyl)-hydroxymethyl]-3-methylbutyl}-carbamic acid tert.-butylester). Run in O1CCOCC1 (dioxane), O1CCOCC1 (dioxane). Conditions: time 4 hour. Yields the product Cl.N[C@H](C(O)C1=CC(=CC=C1)F)CC(C)C ((2S)-2-Amino-1-(3-fluorophenyl)-4-methyl-pentane-1-ol hydrochloride). As a reaction SMILES: C(OC(=O)[NH:7][C@H:8]([CH:13]([C:15]1[CH:20]=[CH:19][CH:18]=[C:17]([F:21])[CH:16]=1)[OH:14])[CH2:9][CH:10]([CH3:12])[CH3:11])(C)(C)C.[ClH:23]>O1CCOCC1>[ClH:23].[NH2:7][C@@H:8]([CH2:9][CH:10]([CH3:12])[CH3:11])[CH:13]([C:15]1[CH:20]=[CH:19][CH:18]=[C:17]([F:21])[CH:16]=1)[OH:14] |f:3.4|. Procedure details: The aforementioned described {(S)-1-[(3-fluorophenyl)-hydroxymethyl]-3-methylbutyl}-carbamic acid tert.-butylester (4.7 g, 15.1 mmol) is dissolved in dioxane (37 mL). After addition of HCl in dioxane (37.7 mL of a 4M solution) the reaction mixture is stirred for 4 h. After evaporation of the solvent the crude product (3.7 g, 99.5%) is used in the next step without further purification. Reactants: [OH-].[Li+] (Lithium hydroxide), COC([C@@H](CC(=O)NCCNC1=CC=C(C=C1)F)CC1CCCCC1)=O ((R)-2-cyclohexylmethyl-N-[2-(4-fluoro-phenylamino)-ethyl]-succinamic acid methyl ester). As a reaction SMILES: C[O:2][C:3](=[O:26])[C@H:4]([CH2:19][CH:20]1[CH2:25][CH2:24][CH2:23][CH2:22][CH2:21]1)[CH2:5][C:6]([NH:8][CH2:9][CH2:10][NH:11][C:12]1[CH:17]=[CH:16][C:15]([F:18])=[CH:14][CH:13]=1)=[O:7].[OH-].[Li+]>CO.O>[CH:20]1([CH2:19][C@H:4]([CH2:5][C:6]([NH:8][CH2:9][CH2:10][NH:11][C:12]2[CH:17]=[CH:16][C:15]([F:18])=[CH:14][CH:13]=2)=[O:7])[C:3]([OH:26])=[O:2])[CH2:25][CH2:24][CH2:23][CH2:22][CH2:21]1 |f:1.2|. Run at temperature 23 celsius, time 8 hour. Solvent: CO (methanol), CO (MeOH), O (H2O). Reported procedure: (R)-2-cyclohexylmethyl-N-[2-(4-fluoro-phenylamino)-ethyl]-succinamic acid methyl ester (220 mg, 0.60 mmol, 1.0 eq.) was dissolved in a mixture of MeOH (4.5 mL) and H2O (3 mL) and placed in a 0° C. ice bath. Lithium hydroxide (30 mg, 1.25 mmol, 2.1 eq.) was added in one portion and allowed to stir for 8 hours, slowly warming to 23° C. After the reaction was judged complete by LC/MS, methanol was removed by evaporation. Ethyl acetate (75 mL) was added to the resulting solution and was extracted wi... Product: C1(CCCCC1)C[C@@H](C(=O)O)CC(=O)NCCNC1=CC=C(C=C1)F ((R)-2-cyclohexylmethyl-N-[2-(4-fluoro-phenylamino)-ethyl]-succinamic acid), oil. Isolated yield 86.0%. Starting materials: CCC(N)CCCCCCCCC(C)(C)CO, CCC(CCCCCCCCC(C)(C)CO)N1C(=O)c2cccc(N=[N+]=[N-])c2C1=O, Cc1ccccc1, CN(C)C=O, O=C1OC(=O)c2c1cccc2[N+](=O)[O-]. The product is CCC(CCCCCCCCC(C)(C)CO)N1C(=O)c2cccc([N+](=O)[O-])c2C1=O. Reaction SMILES: [CH2:15]([CH3:16])[CH:17]([CH2:18][CH2:19][CH2:20][CH2:21][CH2:22][CH2:23][CH2:24][CH2:25][C:26]([CH2:27][OH:28])([CH3:29])[CH3:30])[NH2:31].[CH2:39]([CH:40]([N:41]1[C:42](=[O:43])[c:44]2[c:45]([N:46]=[N+:47]=[N-:48])[cH:49][cH:50][cH:51][c:52]2[C:53]1=[O:54])[CH2:55][CH2:56][CH2:57][CH2:58][CH2:59][CH2:60][CH2:61][CH2:62][C:63]([CH3:64])([CH3:65])[CH2:66][OH:67])[CH3:68].[CH3:32][c:33]1[cH:34][cH:35][cH:36][cH:37][cH:38]1.[CH3:69][N:70]([CH3:71])[CH:72]=[O:73].[N+:1](=[O:2])([O-:3])[c:4]1[c:5]2[c:6]([cH:12][cH:13][cH:14]1)[C:7](=[O:8])[O:9][C:10]2=[O:11]>>[N+:1](=[O:2])([O-:3])[c:4]1[c:5]2[c:6]([cH:12][cH:13][cH:14]1)[C:7](=[O:9])[N:31]([CH:17]([CH2:15][CH3:16])[CH2:18][CH2:19][CH2:20][CH2:21][CH2:22][CH2:23][CH2:24][CH2:25][C:26]([CH2:27][OH:28])([CH3:29])[CH3:30])[C:10]2=[O:11].